Dataset: the Open Reaction Database (ORD), a public repository of structured organic reaction records. Task: describe an organic reaction: reactants, conditions, products, and yield The reactants are C1(CCC1)C(=O)C1=CC=C(C=C1)OC (Cyclobutyl-(4-methoxy-phenyl)-methanone), O.NN (hydrazine hydrate), C(=O)([O-])[O-].[K+].[K+] (K2CO3). The yield is 95.0%. Procedure: A mixture of compound (G) (5.00 g), hydrazine hydrate (4.12 g), K2CO3 (7.00 g) and diethylene glycol (16 ml) were heated to reflux temperature for 1 hour. The condenser was exchanged by a distillation device and the mixture was distilled at 220-230° C. The distillate was extracted with MTBE and the organic phase washed with water and brine, dried (MgSO4) and concentrated in vacuo. The residue was purified by chromatography to yield a colorless oil (4.4 g). The product is C1(CCC1)CC1=CC=C(C=C1)OC (1-Cyclobutylmethyl-4-methoxy-benzene). RXN SMILES: [CH:1]1([C:5]([C:7]2[CH:12]=[CH:11][C:10]([O:13][CH3:14])=[CH:9][CH:8]=2)=O)[CH2:4][CH2:3][CH2:2]1.O.NN.C([O-])([O-])=O.[K+].[K+]>C(O)COCCO>[CH:1]1([CH2:5][C:7]2[CH:8]=[CH:9][C:10]([O:13][CH3:14])=[CH:11][CH:12]=2)[CH2:2][CH2:3][CH2:4]1 |f:1.2,3.4.5|. Run in C(COCCO)O (diethylene glycol). Starting materials: Fc1ccc(-c2cn3cc(Br)ncc3n2)cc1, CO, [Na+], [OH-], O. Yields the product COc1cn2cc(-c3ccc(F)cc3)nc2cn1. Reaction SMILES: [Br:1][c:2]1[n:3][cH:4][c:5]2[n:6]([cH:7]1)[cH:8][c:9](-[c:11]1[cH:12][cH:13][c:14]([F:17])[cH:15][cH:16]1)[n:10]2.[CH3:20][OH:21].[Na+:19].[OH-:18].[OH2:22]>>[c:2]1([O:18][CH3:20])[n:3][cH:4][c:5]2[n:6]([cH:7]1)[cH:8][c:9](-[c:11]1[cH:12][cH:13][c:14]([F:17])[cH:15][cH:16]1)[n:10]2.